Dataset: the Open Reaction Database (ORD), a public repository of structured organic reaction records. Task: describe an organic reaction: reactants, conditions, products, and yield Reactants: CCOC(=O)[C@H]1N([C@H]([C@H](C1)C(C)=O)C1=CC(=C(C=C1)OC)OCCCOC)C(=O)OC(C)(C)C ((2S,4S,5R)-4-Acetyl-5-[4-methoxy-3-(3-methoxy-propoxy)-phenyl]-pyrrolidine-1,2-dicarboxylic acid 1-tert-butyl ester 2-ethyl ester), suspension, [H-].[Na+] (sodium hydride), aqueous solution, C(CC(O)(C(=O)O)CC(=O)O)(=O)O (citric acid). The reagents and catalysts are [Br-].C[P+](C1=CC=CC=C1)(C1=CC=CC=C1)C1=CC=CC=C1 (methyltriphenylphosphonium bromide). The solvent is C(C)(C)(C)OC (tert-butylmethyl ether), O1CCCC1 (tetrahydrofuran), O1CCCC1 (tetrahydrofuran). Reaction conditions: temperature 50 celsius, time 7 hour. The product is CCOC(=O)[C@H]1N([C@H]([C@H](C1)C(=C)C)C1=CC(=C(C=C1)OC)OCCCOC)C(=O)OC(C)(C)C ((2S,4R,5R)-4-Isopropenyl-5-[4-methoxy-3-(3-methoxy-propoxy)-phenyl]-pyrrolidine-1,2-dicarboxylic acid 1-tert-butyl ester 2-ethyl ester). As a reaction SMILES: [H-].[Na+].[CH3:3][CH2:4][O:5][C:6]([C@@H:8]1[CH2:12][C@H:11]([C:13](=O)[CH3:14])[C@H:10]([C:16]2[CH:21]=[CH:20][C:19]([O:22][CH3:23])=[C:18]([O:24][CH2:25][CH2:26][CH2:27][O:28][CH3:29])[CH:17]=2)[N:9]1[C:30]([O:32][C:33]([CH3:36])([CH3:35])[CH3:34])=[O:31])=[O:7].[C:37](O)(=O)CC(CC(O)=O)(C(O)=O)O>O1CCCC1.[Br-].C[P+](C1C=CC=CC=1)(C1C=CC=CC=1)C1C=CC=CC=1.C(OC)(C)(C)C>[CH3:3][CH2:4][O:5][C:6]([C@@H:8]1[CH2:12][C@H:11]([C:13]([CH3:37])=[CH2:14])[C@H:10]([C:16]2[CH:21]=[CH:20][C:19]([O:22][CH3:23])=[C:18]([O:24][CH2:25][CH2:26][CH2:27][O:28][CH3:29])[CH:17]=2)[N:9]1[C:30]([O:32][C:33]([CH3:36])([CH3:34])[CH3:35])=[O:31])=[O:7] |f:0.1,5.6|. Reported procedure: A suspension of 0.104 g (0.0026 mol) of a 60% suspension of sodium hydride in mineral oil in 20 mL of tetrahydrofuran is treated with 0.89 g (0.0025 mol) of methyltriphenylphosphonium bromide. The white suspension is heated to 50° C. and stirred for 7 hours at this temperature. The red suspension is cooled to 0° C. and a solution of (2S,4S,5R)-4-Acetyl-5-[4-methoxy-3-(3-methoxy-propoxy)-phenyl]-pyrrolidine-1,2-dicarboxylic acid 1-tert-butyl ester 2-ethyl ester (0.60 g, 0.00125 mol) dissolved in ...